The task is: describe an organic reaction: reactants, conditions, products, and yield. This data is from the Open Reaction Database (ORD), a public repository of structured organic reaction records. Reactants: FC(C(=O)O)(F)F.C(CCC)OC1=NC(=C2N=C(NC2=N1)OC)N (2-butoxy-8-methoxy-9H-purin-6-amine trifluoroacetate salt), C([O-])([O-])=O.[K+].[K+] (potassium carbonate), BrCCC1COCC1 (3-(2-Bromoethyl)tetrahydrofuran). The solvent is CN(C)C=O (DMF). Reaction conditions: temperature 60 celsius, time 1 hour. Yields the product C(CCC)OC1=NC(=C2N=C(N(C2=N1)CCC1COCC1)OC)N (2-Butyloxy-8-methoxy-9-[2-(tetrahydro-3-furanyl)ethyl]-9H-Purin-6-amine). The yield is 138.8%. Reaction SMILES: FC(F)(F)C(O)=O.[CH2:8]([O:12][C:13]1[N:21]=[C:20]2[C:16]([N:17]=[C:18]([O:22][CH3:23])[NH:19]2)=[C:15]([NH2:24])[N:14]=1)[CH2:9][CH2:10][CH3:11].C(=O)([O-])[O-].[K+].[K+].Br[CH2:32][CH2:33][CH:34]1[CH2:38][CH2:37][O:36][CH2:35]1>CN(C=O)C>[CH2:8]([O:12][C:13]1[N:21]=[C:20]2[C:16]([N:17]=[C:18]([O:22][CH3:23])[N:19]2[CH2:32][CH2:33][CH:34]2[CH2:38][CH2:37][O:36][CH2:35]2)=[C:15]([NH2:24])[N:14]=1)[CH2:9][CH2:10][CH3:11] |f:0.1,2.3.4|. Reported procedure: A mixture of 2-butoxy-8-methoxy-9H-purin-6-amine trifluoroacetate salt (200 mg) and potassium carbonate (236 mg) in dry DMF (2 mL) was heated at 60° C. with stirring for 1 h. 3-(2-Bromoethyl)tetrahydrofuran (123 mg) was added and the reaction was continued for 2 h. The mixture was quenched with water and extracted with EtOAc (×3). The combined organics were washed with water and brine, dried using a hydrophobic frit and evaporated to give an oil (265 mg). The crude material was purified by norma... Reactants: FC1=CC=C(C=C1)[C@]1(CCN(C(O1)=O)[C@@H](C)C1=CC=C(C=C1)C=1C=NC=C(C(=O)OC)C1)CCCO (methyl 5-(4-((S)-1-((R)-6-(4-fluorophenyl)-6-(3-hydroxypropyl)-2-oxo-1,3-oxazinan-3-yl)ethyl)phenyl)nicotinate), CN (methylamine). The product is FC1=CC=C(C=C1)[C@]1(CCN(C(O1)=O)[C@@H](C)C1=CC=C(C=C1)C=1C=NC=C(C(=O)NC)C1)CCCO (5-(4-((S)-1-((R)-6-(4-fluorophenyl)-6-(3-hydroxypropyl)-2-oxo-1,3-oxazinan-3-yl)ethyl)phenyl)-N-methylnicotinamide). As a reaction SMILES: [F:1][C:2]1[CH:7]=[CH:6][C:5]([C@:8]2([CH2:33][CH2:34][CH2:35][OH:36])[O:13][C:12](=[O:14])[N:11]([C@H:15]([C:17]3[CH:22]=[CH:21][C:20]([C:23]4[CH:24]=[N:25][CH:26]=[C:27]([CH:32]=4)[C:28]([O:30]C)=O)=[CH:19][CH:18]=3)[CH3:16])[CH2:10][CH2:9]2)=[CH:4][CH:3]=1.[CH3:37][NH2:38]>>[F:1][C:2]1[CH:3]=[CH:4][C:5]([C@:8]2([CH2:33][CH2:34][CH2:35][OH:36])[O:13][C:12](=[O:14])[N:11]([C@H:15]([C:17]3[CH:18]=[CH:19][C:20]([C:23]4[CH:24]=[N:25][CH:26]=[C:27]([CH:32]=4)[C:28]([NH:38][CH3:37])=[O:30])=[CH:21][CH:22]=3)[CH3:16])[CH2:10][CH2:9]2)=[CH:6][CH:7]=1. Procedure: The title compound was prepared methyl 5-(4-((S)-1-((R)-6-(4-fluorophenyl)-6-(3-hydroxypropyl)-2-oxo-1,3-oxazinan-3-yl)ethyl)phenyl)nicotinate following a procedure analogous to that described in Example 71 Step 3 using methylamine in place of ammonia. LC-MS Method 2 tR=1.055 min, m/z=491.12; 1H NMR (CD3OD) 1.18 (m, 1H), 1.48 (d, 3H), 1.51 (m, 1H), 1.85 (m, 2H), 2.13 (m, 1H), 2.25 (m, 1H), 2.48 (m, 1H), 2.88 (s, 3H), 3.09 (m, 1H), 3.38 (m, 2H), 5.51 (m, 1H), 6.98-7.07 (m, 4H), 7.22 (m, 2H), 7.42... The reactants are Cc1ccccc1, C=CC1CCC(O)(c2ccc(OCC)c(Cl)c2F)CC1, O, Cc1ccc(S(=O)(=O)O)cc1. The product is C=CC1CC=C(c2ccc(OCC)c(Cl)c2F)CC1. As a reaction SMILES: [CH3:33][c:34]1[cH:35][cH:36][cH:37][cH:38][cH:39]1.[Cl:1][c:2]1[c:3]([F:20])[c:4]([C:11]2([OH:19])[CH2:12][CH2:13][CH:14]([CH:17]=[CH2:18])[CH2:15][CH2:16]2)[cH:5][cH:6][c:7]1[O:8][CH2:9][CH3:10].[OH2:32].[c:21]1([CH3:22])[cH:23][cH:24][c:25]([S:26]([OH:27])(=[O:28])=[O:29])[cH:30][cH:31]1>>[Cl:1][c:2]1[c:3]([F:20])[c:4]([C:11]2=[CH:12][CH2:13][CH:14]([CH:17]=[CH2:18])[CH2:15][CH2:16]2)[cH:5][cH:6][c:7]1[O:8][CH2:9][CH3:10].